Dataset: the Open Reaction Database (ORD), a public repository of structured organic reaction records. Task: describe an organic reaction: reactants, conditions, products, and yield The reactants are [H-].C(C(C)C)[Al+]CC(C)C (diisobutylaluminum hydride), S(=O)(=O)([O-])[O-].[Mg+2] (magnesium sulfate), C(C)OC(C)O[C@@H]1OC=C([C@@H]2[C@H]1[C@H](CC2)C)C(=O)OC (Methyl (1S, 4aS, 7S, 7aR)-1-[1-(ethoxy)ethoxy]-7-methyl-1, 4a, 5, 6, 7, 7a-hexahydrocyclopenta[c]pyran-4-carboxylate), [OH-].[Na+] (sodium hydroxide). The solvent is O1CCCC1 (tetrahydrofuran), CC(=O)C (acetone). Run at temperature -50 celsius, time 3 hour. The product is C(C)OC(C)O[C@@H]1OC=C([C@@H]2[C@H]1[C@H](CC2)C)CO ((1S, 4aS, 7S, 7aR)-1-[ 1-(ethoxy)ethoxy]-1, 4a, 5, 6, 7, 7a-hexahydro-4-(hydroxymethyl)-7-methylcyclopenta[c]pyran). Yield: 89.1%. Reaction SMILES: [CH2:1]([O:3][CH:4]([O:6][C@H:7]1[C@@H:12]2[C@@H:13]([CH3:16])[CH2:14][CH2:15][C@@H:11]2[C:10]([C:17](OC)=[O:18])=[CH:9][O:8]1)[CH3:5])[CH3:2].[H-].C([Al+]CC(C)C)C(C)C.[OH-].[Na+].S([O-])([O-])(=O)=O.[Mg+2]>O1CCCC1.CC(C)=O>[CH2:1]([O:3][CH:4]([O:6][C@H:7]1[C@@H:12]2[C@@H:13]([CH3:16])[CH2:14][CH2:15][C@@H:11]2[C:10]([CH2:17][OH:18])=[CH:9][O:8]1)[CH3:5])[CH3:2] |f:1.2,3.4,5.6|. Procedure details: Methyl (1S, 4aS, 7S, 7aR)-1-[1-(ethoxy)ethoxy]-7-methyl-1, 4a, 5, 6, 7, 7a-hexahydrocyclopenta[c]pyran-4-carboxylate (15.0 g, 0.053 mol) obtained in Example 4 was dissolved in 250 ml of anhydrous tetrahydrofuran, and the reaction mixture was cooled to -50° C., 88 ml of diisobutylaluminum hydride (1.5 mol toluene solution) was added dropwise to this solution. After the reaction mixture was stirred at the same temperature for 3 hours, 10 ml of acetone was added and the solution was further stirred... The reactants are O=C1CCC2(CC1)OCCO2, CS(C)=O, [Cl-], Clc1cc(Cl)cc(C[P+](c2ccccc2)(c2ccccc2)c2ccccc2)c1, [H-], [Na+], O. Yields the product Clc1cc(Cl)cc(C=C2CCC3(CC2)OCCO3)c1. Reaction SMILES: [CH2:32]1[CH2:33][O:34][C:35]2([CH2:36][CH2:37][C:38](=[O:41])[CH2:39][CH2:40]2)[O:42]1.[CH3:44][S:45](=[O:46])[CH3:47].[Cl-:3].[Cl:4][c:5]1[cH:6][c:7]([CH2:12][P+:13]([c:14]2[cH:15][cH:16][cH:17][cH:18][cH:19]2)([c:20]2[cH:21][cH:22][cH:23][cH:24][cH:25]2)[c:26]2[cH:27][cH:28][cH:29][cH:30][cH:31]2)[cH:8][c:9]([Cl:11])[cH:10]1.[H-:1].[Na+:2].[OH2:43]>>[Cl:4][c:5]1[cH:6][c:7]([CH:12]=[C:38]2[CH2:37][CH2:36][C:35]3([O:34][CH2:33][CH2:32][O:42]3)[CH2:40][CH2:39]2)[cH:8][c:9]([Cl:11])[cH:10]1.